This data is from the Open Reaction Database (ORD), a public repository of structured organic reaction records. The task is: describe an organic reaction: reactants, conditions, products, and yield The reactants are [Cl-].[NH4+] (ammonium chloride), OO (hydrogen peroxide), [H-].[Na+] (sodium hydride), C(CCC)C1C=CC(C1=CCCCCCC(=O)OC)=O (4-butyl-5-(6-methoxycarbonylhexylidene)-2-cyclopentenone). Run in CO (methanol). Yields the product O1C=2C(C(C(C21)CCCC)=CCCCCCC(=O)OC)=O (2,3-epoxy-4-butyl-5-(6-methoxycarbonylhexylidene)cyclopentenone). Yield: 72.0%. As a reaction SMILES: [CH2:1]([CH:5]1[C:9](=[CH:10][CH2:11][CH2:12][CH2:13][CH2:14][CH2:15][C:16]([O:18][CH3:19])=[O:17])[C:8](=[O:20])[CH:7]=[CH:6]1)[CH2:2][CH2:3][CH3:4].[OH:21]O.[H-].[Na+].[Cl-].[NH4+]>CO>[O:21]1[C:6]2[CH:5]([CH2:1][CH2:2][CH2:3][CH3:4])[C:9](=[CH:10][CH2:11][CH2:12][CH2:13][CH2:14][CH2:15][C:16]([O:18][CH3:19])=[O:17])[C:8](=[O:20])[C:7]1=2 |f:2.3,4.5|. Reported procedure: 660 mg (2.37 mmol) of 4-butyl-5-(6-methoxycarbonylhexylidene)-2-cyclopentenone was dissolved in 10 ml of methanol. With ice cooling and stirring, 1.2 ml of 30% aqueous hydrogen peroxide and then 0.23 ml of 1N sodium hydride were added to the solution and the mixture was stirred at 0° C. for 20 minutes. Saturated aqueous ammonium chloride was added thereto and was extracted with hexane. The organic layer was washed with a saturated saline solution, dried over sodium sulfate anhydride, filtered, c... Reactants: ClC1=NC=CC(=N1)C1=C(N=C(S1)C(C)C)C=1C=C(C=CC1)NS(=O)(=O)C1=C(C=CC=C1F)F (N-{3-[5-(2-Chloro-4-pyrimidinyl)-2-(1-methylethyl)-1,3-thiazol-4-yl]phenyl}-2,6-difluorobenzenesulfonamide), ClC1=C(C=CC=C1C=1N=C(SC1C1=NC(=NC=C1)Cl)N1CCOCC1)N ({2-chloro-3-[5-(2-chloro-4-pyrimidinyl)-2-(4-morpholinyl)-1,3-thiazol-4-yl]phenyl}amine), O1C(=CC=C1)S(=O)(=O)Cl (2-furansulfonyl chloride). Yields the product ClC1=C(C=CC=C1C=1N=C(SC1C1=NC(=NC=C1)Cl)N1CCOCC1)NS(=O)(=O)C=1OC=CC1 (N-{2-Chloro-3-[5-(2-chloro-4-pyrimidinyl)-2-(4-morpholinyl)-1,3-thiazol-4-yl]phenyl}-2-furansulfonamide). RXN SMILES: ClC1N=C(C2SC(C(C)C)=NC=2C2C=C(NS(C3C(F)=CC=CC=3F)(=O)=O)C=CC=2)C=CN=1.[Cl:34][C:35]1[C:40]([C:41]2[N:42]=[C:43]([N:53]3[CH2:58][CH2:57][O:56][CH2:55][CH2:54]3)[S:44][C:45]=2[C:46]2[CH:51]=[CH:50][N:49]=[C:48]([Cl:52])[N:47]=2)=[CH:39][CH:38]=[CH:37][C:36]=1[NH2:59].[O:60]1[CH:64]=[CH:63][CH:62]=[C:61]1[S:65](Cl)(=[O:67])=[O:66]>>[Cl:34][C:35]1[C:40]([C:41]2[N:42]=[C:43]([N:53]3[CH2:58][CH2:57][O:56][CH2:55][CH2:54]3)[S:44][C:45]=2[C:46]2[CH:51]=[CH:50][N:49]=[C:48]([Cl:52])[N:47]=2)=[CH:39][CH:38]=[CH:37][C:36]=1[NH:59][S:65]([C:61]1[O:60][CH:64]=[CH:63][CH:62]=1)(=[O:67])=[O:66]. Procedure: Following a procedure analogous to the procedure described in Intermediate 14 using {2-chloro-3-[5-(2-chloro-4-pyrimidinyl)-2-(4-morpholinyl)-1,3-thiazol-4-yl]phenyl}amine (1.03 g, 2.52 mmol) and 2-furansulfonyl chloride (0.588 g, 3.53 mmol) the title compound of Step E was obtained as an off-white solid (430 mg, 0.735 mmol, 29.1% yield). 1H NMR (400 MHz, DMSO-d6) δ ppm 10.53 (s, 1H), 8.38 (d, J=5.5 Hz, 1H), 7.91 (d, J=0.9 Hz, 1H), 7.43-7.58 (m, 2H), 7.31-7.43 (m, 1H), 7.08 (d, J=3.5 Hz, 1H), 6....